Task: describe an organic reaction: reactants, conditions, products, and yield. Dataset: the Open Reaction Database (ORD), a public repository of structured organic reaction records Starting materials: [N-]=[N+]=NC1CCCC1Oc1ccc(Br)cc1, C1CCOC1, O, c1ccc(P(c2ccccc2)c2ccccc2)cc1. The product is NC1CCCC1Oc1ccc(Br)cc1. Reaction SMILES: [Br:1][c:2]1[cH:3][cH:4][c:5]([O:8][CH:9]2[CH:10]([N:14]=[N+:15]=[N-:16])[CH2:11][CH2:12][CH2:13]2)[cH:6][cH:7]1.[O:37]1[CH2:38][CH2:39][CH2:40][CH2:41]1.[OH2:17].[c:18]1([P:19]([c:20]2[cH:21][cH:22][cH:23][cH:24][cH:25]2)[c:26]2[cH:27][cH:28][cH:29][cH:30][cH:31]2)[cH:32][cH:33][cH:34][cH:35][cH:36]1>>[Br:1][c:2]1[cH:3][cH:4][c:5]([O:8][CH:9]2[CH:10]([NH2:14])[CH2:11][CH2:12][CH2:13]2)[cH:6][cH:7]1. The reactants are ClC=1C=NN(C1B1OC(C(O1)(C)C)(C)C)C (4-chloro-1-methyl-5-(4,4,5,5-tetramethyl-1,3,2-dioxaborolan-2-yl)-1H-pyrazole), BrC=1C=C2C(=NC1)C(N(C2)[C@H](CN2C(C1=CC=CC=C1C2=O)=O)CC2=CC(=CC=C2)F)=O (2-[(2S)-2-(3-bromo-7-oxo-5,7-dihydro-6H-pyrrolo[3,4-b]pyridin-6-yl)-3-(3-fluorophenyl)propyl]-1H-isoindole-1,3(2H)-dione), C(C)(C)N(C(C)C)CC (N,N-diisopropylethylamine), O1CCOCC1 (1,4-dioxane), O (water). The reagents and catalysts are CC(C)([P](C(C)(C)C)([Pd][P](C(C)(C)C)(C(C)(C)C)C(C)(C)C)C(C)(C)C)C (bis(tri-t-butylphosphine)palladium). Run at temperature 110 celsius, time 40 minute. Yields the product ClC=1C=NN(C1C=1C=C2C(=NC1)C(N(C2)[C@H](CN2C(C1=CC=CC=C1C2=O)=O)CC2=CC(=CC=C2)F)=O)C (2-[(2S)-2-[3-(4-chloro-1-methyl-1H-pyrazol-5-yl)-7-oxo-5,7-dihydro-6H-pyrrolo[3,4-b]pyridin-6-yl]-3-(3-fluorophenyl)propyl]-1H-isoindole-1,3(2H)-dione). Isolated yield 28.3%. Reaction SMILES: [Cl:1][C:2]1[CH:3]=[N:4][N:5]([CH3:16])[C:6]=1B1OC(C)(C)C(C)(C)O1.Br[C:18]1[CH:19]=[C:20]2[CH2:26][N:25]([C@@H:27]([CH2:40][C:41]3[CH:46]=[CH:45][CH:44]=[C:43]([F:47])[CH:42]=3)[CH2:28][N:29]3[C:37](=[O:38])[C:36]4[C:31](=[CH:32][CH:33]=[CH:34][CH:35]=4)[C:30]3=[O:39])[C:24](=[O:48])[C:21]2=[N:22][CH:23]=1.C(N(CC)C(C)C)(C)C.O1CCOCC1.O>CC(C)([P](C(C)(C)C)([Pd][P](C(C)(C)C)(C(C)(C)C)C(C)(C)C)C(C)(C)C)C>[Cl:1][C:2]1[CH:3]=[N:4][N:5]([CH3:16])[C:6]=1[C:18]1[CH:19]=[C:20]2[CH2:26][N:25]([C@@H:27]([CH2:40][C:41]3[CH:46]=[CH:45][CH:44]=[C:43]([F:47])[CH:42]=3)[CH2:28][N:29]3[C:37](=[O:38])[C:36]4[C:31](=[CH:32][CH:33]=[CH:34][CH:35]=4)[C:30]3=[O:39])[C:24](=[O:48])[C:21]2=[N:22][CH:23]=1 |^1:67,73|. Reported procedure: A mixture of 4-chloro-1-methyl-5-(4,4,5,5-tetramethyl-1,3,2-dioxaborolan-2-yl)-1H-pyrazole (150 mg, 0.63 mmol), 2-[(2S)-2-(3-bromo-7-oxo-5,7-dihydro-6H-pyrrolo[3,4-b]pyridin-6-yl)-3-(3-fluorophenyl)propyl]-1H-isoindole-1,3(2H)-dione (150 mg, 0.32 mmol), bis(tri-t-butylphosphine)palladium (30 mg, 0.06 mmol) and N,N-diisopropylethylamine (0.16 mL, 0.95 mmol) in 1,4-dioxane (5.0 mL, 64 mmol) and water (0.5 mL, 30 mmol) was stirred at 110° C. for 40 min at microwave. Direct purification on prep.—HPL... The reactants are Nc1cccc(Nc2cc(Cl)ncn2)n1, [K+], [K+], Nc1ccccc1, O=C([O-])[O-], CN(C)C=O. Product: Nc1cccc(Nc2cc(Nc3ccccc3)ncn2)n1. Reaction SMILES: [Cl:1][c:2]1[cH:3][c:4]([NH:8][c:9]2[n:10][c:11]([NH2:15])[cH:12][cH:13][cH:14]2)[n:5][cH:6][n:7]1.[K+:16].[K+:17].[NH2:22][c:23]1[cH:24][cH:25][cH:26][cH:27][cH:28]1.[O-:18][C:19]([O-:20])=[O:21].[O:29]=[CH:30][N:31]([CH3:32])[CH3:33]>>[c:2]1([NH:22][c:23]2[cH:24][cH:25][cH:26][cH:27][cH:28]2)[cH:3][c:4]([NH:8][c:9]2[n:10][c:11]([NH2:15])[cH:12][cH:13][cH:14]2)[n:5][cH:6][n:7]1. Reactants: CC(C)(C)OC(=O)N1CCC(=C(Br)c2cccc(Oc3ccc(C(F)(F)F)cn3)c2)CC1, O=C([O-])[O-], Cc1ccccc1, CCO, [Na+], [Na+], OB(O)c1ccccc1, c1ccc(P(c2ccccc2)(c2ccccc2)[Pd](P(c2ccccc2)(c2ccccc2)c2ccccc2)(P(c2ccccc2)(c2ccccc2)c2ccccc2)P(c2ccccc2)(c2ccccc2)c2ccccc2)cc1. Yields the product CC(C)(C)OC(=O)N1CCC(=C(c2ccccc2)c2cccc(Oc3ccc(C(F)(F)F)cn3)c2)CC1. As a reaction SMILES: [Br:1][C:2](=[C:3]1[CH2:4][CH2:5][N:6]([C:9](=[O:10])[O:11][C:12]([CH3:13])([CH3:14])[CH3:15])[CH2:7][CH2:8]1)[c:16]1[cH:17][c:18]([O:22][c:23]2[n:24][cH:25][c:26]([C:29]([F:30])([F:31])[F:32])[cH:27][cH:28]2)[cH:19][cH:20][cH:21]1.[C:42](=[O:43])([O-:44])[O-:45].[CH3:48][c:49]1[cH:50][cH:51][cH:52][cH:53][cH:54]1.[CH3:55][CH2:56][OH:57].[Na+:46].[Na+:47].[c:33]1([B:39]([OH:40])[OH:41])[cH:34][cH:35][cH:36][cH:37][cH:38]1.[cH:58]1[cH:59][cH:60][c:61]([P:62]([Pd:63]([P:64]([c:65]2[cH:66][cH:67][cH:68][cH:69][cH:70]2)([c:71]2[cH:72][cH:73][cH:74][cH:75][cH:76]2)[c:77]2[cH:78][cH:79][cH:80][cH:81][cH:82]2)([P:83]([c:84]2[cH:85][cH:86][cH:87][cH:88][cH:89]2)([c:90]2[cH:91][cH:92][cH:93][cH:94][cH:95]2)[c:96]2[cH:97][cH:98][cH:99][cH:100][cH:101]2)[P:102]([c:103]2[cH:104][cH:105][cH:106][cH:107][cH:108]2)([c:109]2[cH:110][cH:111][cH:112][cH:113][cH:114]2)[c:115]2[cH:116][cH:117][cH:118][cH:119][cH:120]2)([c:121]2[cH:122][cH:123][cH:124][cH:125][cH:126]2)[c:127]2[cH:128][cH:129][cH:130][cH:131][cH:132]2)[cH:133][cH:134]1>>[C:2](=[C:3]1[CH2:4][CH2:5][N:6]([C:9](=[O:10])[O:11][C:12]([CH3:13])([CH3:14])[CH3:15])[CH2:7][CH2:8]1)([c:16]1[cH:17][c:18]([O:22][c:23]2[n:24][cH:25][c:26]([C:29]([F:30])([F:31])[F:32])[cH:27][cH:28]2)[cH:19][cH:20][cH:21]1)[c:33]1[cH:34][cH:35][cH:36][cH:37][cH:38]1. Reactants: CCOC(=O)c1cc2c(s1)CCN(Cc1ccccc1)CC2, CCO, Cl, O=[Pd]. The product is Cl, CCOC(=O)c1cc2c(s1)CCNCC2. Reaction SMILES: [CH2:1]([c:2]1[cH:3][cH:4][cH:5][cH:6][cH:7]1)[N:8]1[CH2:9][CH2:10][c:11]2[c:12]([cH:15][c:16]([C:18](=[O:19])[O:20][CH2:21][CH3:22])[s:17]2)[CH2:13][CH2:14]1.[CH2:24]([OH:25])[CH3:26].[ClH:23].[Pd:27]=[O:28]>>[ClH:23].[NH:8]1[CH2:9][CH2:10][c:11]2[c:12]([cH:15][c:16]([C:18](=[O:19])[O:20][CH2:21][CH3:22])[s:17]2)[CH2:13][CH2:14]1. The reactants are O=C(OC(Cl)(Cl)Cl)OC(Cl)(Cl)Cl, Nc1ccc(Cl)nc1, ClCCl, CC(C)(C)OC(=O)N1CCOC(c2ccc(N)c(Br)c2)C1, [Na+], [Na+], O=C([O-])[O-], O. Product: CC(C)(C)OC(=O)N1CCOC(c2ccc(NC(=O)Nc3ccc(Cl)nc3)c(Br)c2)C1. Reaction SMILES: [Cl:22][C:23]([Cl:24])([O:25][C:26](=[O:27])[O:28][C:29]([Cl:30])([Cl:31])[Cl:32])[Cl:33].[Cl:40][c:41]1[cH:42][cH:43][c:44]([NH2:47])[cH:45][n:46]1.[Cl:48][CH2:49][Cl:50].[NH2:1][c:2]1[c:3]([Br:21])[cH:4][c:5]([CH:8]2[O:9][CH2:10][CH2:11][N:12]([C:14](=[O:15])[O:16][C:17]([CH3:18])([CH3:19])[CH3:20])[CH2:13]2)[cH:6][cH:7]1.[Na+:34].[Na+:35].[O-:36][C:37]([O-:38])=[O:39].[OH2:51]>>[NH:1]([c:2]1[c:3]([Br:21])[cH:4][c:5]([CH:8]2[O:9][CH2:10][CH2:11][N:12]([C:14](=[O:15])[O:16][C:17]([CH3:18])([CH3:19])[CH3:20])[CH2:13]2)[cH:6][cH:7]1)[C:37](=[O:39])[NH:47][c:44]1[cH:43][cH:42][c:41]([Cl:40])[n:46][cH:45]1. The reactants are COC1=C(C=C(C=O)C=C1)F (4-methoxy-3-fluorobenzaldehyde), COC(CN)OC (aminoacetaldehyde dimethyl acetal), Cl (hydrochloric acid), [S-]C#N.[K+] (potassium thiocyanate). The reagents and catalysts are [Pd] (Pd on carbon). Solvent: CO (methanol), C(C)O (ethanol). Reaction conditions: temperature 95 celsius. Product: COC1=C(C=C(CN2C(NC=C2)=S)C=C1)F (1-(4'-methoxy-3'-fluorobenzyl)-1,3-dihydro-2H-imidazole-2-thione). Isolated yield 65.0%. As a reaction SMILES: [CH3:1][O:2][C:3]1[CH:10]=[CH:9][C:6]([CH:7]=O)=[CH:5][C:4]=1[F:11].CO[CH:14](OC)[CH2:15][NH2:16].Cl.[S-:20][C:21]#[N:22].[K+]>C(O)C.[Pd].CO>[CH3:1][O:2][C:3]1[CH:10]=[CH:9][C:6]([CH2:7][N:16]2[CH:15]=[CH:14][NH:22][C:21]2=[S:20])=[CH:5][C:4]=1[F:11] |f:3.4|. Procedure details: A mixture of 4-methoxy-3-fluorobenzaldehyde (15.4 g, 0.1 mol), aminoacetaldehyde dimethyl acetal (10.5 g, 0.1 mol), and methanol (1 ml) was heated at 95° C. for 10 minutes. The resulting mixture was dissolved in ethanol (150 ml) and hydrogenated over 10% Pd on carbon (1 g) until H2 uptake slowed (about 2 hours). The catalyst was filtered and the filtrate was treated with 1.5N hydrochloric acid (80 ml) and potassium thiocyanate (10.4 g, 0.11 mol). The resulting mixture was boiled until the volume... Starting materials: ClC(Cl)(Cl)Cl, CN(C)C=O, OCn1cnc(Cl)c1Cl, O=S(Cl)Cl. Product: ClCn1cnc(Cl)c1Cl. As a reaction SMILES: [C:19]([Cl:20])([Cl:21])([Cl:22])[Cl:23].[CH3:10][N:11]([CH3:12])[CH:13]=[O:14].[OH:1][CH2:2][n:3]1[cH:4][n:5][c:6]([Cl:9])[c:7]1[Cl:8].[S:15]([Cl:16])([Cl:17])=[O:18]>>[CH2:2]([n:3]1[cH:4][n:5][c:6]([Cl:9])[c:7]1[Cl:8])[Cl:17]. The reactants are compound 43, hydrazide, NN (hydrazine), C(=O)(C(F)(F)F)O (TFA), SC=1C=C(C(=O)OC)C=CC1 (methyl 3-mercaptobenzoate), compound 42, N1=C(C=CC=C1C)C (2-6-lutidine), C1CN2CCN1CC2 (DABCO). Yields the product Compound 42, N1=C(C=CC=C1)C(=O)NN (Pyridine Hydrazide). Reaction SMILES: SC1C=C(C=CC=1)C(OC)=O.[N:12]1C(C)=[CH:16][CH:15]=[CH:14][C:13]=1C.C1N2CCN(CC2)C1.[NH2:28][NH2:29].[C:30](O)([C:32](F)(F)F)=[O:31]>>[N:12]1[CH:13]=[CH:14][CH:15]=[CH:16][C:32]=1[C:30]([NH:28][NH2:29])=[O:31]. Procedure: Compound 42 is prepared from methyl 3-mercaptobenzoate (41) and compound 42 under basic condition (e.g. 2-6-lutidine or DABCO). The ester functional group of compound 43 is then converted to hydrazide first (hydrazine reaction) and then Boc protecting group is deprotected under acidic condition (e.g. TFA) to afford compound 44.